From a dataset of the Open Reaction Database (ORD), a public repository of structured organic reaction records. describe an organic reaction: reactants, conditions, products, and yield Starting materials: step-iii, FC=1C=C(CN2N=C(C=C2)C2=CN(C3=NC=C(C=C32)C=3C=CC(=C(C3)NS(=O)(=O)C)OC)S(=O)(=O)C3=CC=C(C)C=C3)C=C(C1)F (N-(5-(3-(1-(3,5-difluorobenzyl)-1H-pyrazol-3-yl)-1-tosyl-1H-pyrrolo[2,3-b]pyridin-5-yl)-2-methoxyphenyl) methane sulfonamide), [OH-].[Li+] (lithium hydroxide). Solvent: C1CCOC1.CO.O (THF methanol water). Product: FC=1C=C(CN2N=C(C=C2)C2=CNC3=NC=C(C=C32)C=3C=CC(=C(C3)NS(=O)(=O)C)OC)C=C(C1)F (N-(5-(3-(1-(3,5-difluorobenzyl)-1H-pyrazol-3-yl)-1H-pyrrolo[2,3-b]pyridin-5-yl)-2-methoxy phenyl)methanesulfonamide). The yield is 49.1%. As a reaction SMILES: [F:1][C:2]1[CH:3]=[C:4]([CH:43]=[C:44]([F:46])[CH:45]=1)[CH2:5][N:6]1[CH:10]=[CH:9][C:8]([C:11]2[C:19]3[C:14](=[N:15][CH:16]=[C:17]([C:20]4[CH:21]=[CH:22][C:23]([O:31][CH3:32])=[C:24]([NH:26][S:27]([CH3:30])(=[O:29])=[O:28])[CH:25]=4)[CH:18]=3)[N:13](S(C3C=CC(C)=CC=3)(=O)=O)[CH:12]=2)=[N:7]1.[OH-].[Li+]>C1COCC1.CO.O>[F:46][C:44]1[CH:43]=[C:4]([CH:3]=[C:2]([F:1])[CH:45]=1)[CH2:5][N:6]1[CH:10]=[CH:9][C:8]([C:11]2[C:19]3[C:14](=[N:15][CH:16]=[C:17]([C:20]4[CH:21]=[CH:22][C:23]([O:31][CH3:32])=[C:24]([NH:26][S:27]([CH3:30])(=[O:28])=[O:29])[CH:25]=4)[CH:18]=3)[NH:13][CH:12]=2)=[N:7]1 |f:1.2,3.4.5|. Procedure details: Using similar reaction conditions as described in step-iii of example-1, N-(5-(3-(1-(3,5-difluorobenzyl)-1H-pyrazol-3-yl)-1-tosyl-1H-pyrrolo[2,3-b]pyridin-5-yl)-2-methoxyphenyl) methane sulfonamide (53 mg, 0.0799 mmol) was hydrolyzed by lithium hydroxide (17 mg, 0.399 mmol) in THF/methanol/water (2/2/1 ml) to yield 20 mg of the titled compound. 1H NMR (DMSO-d6, 300 MHz): δ 11.8 (s, 1H), 9.00 (s, 1H), 8.538-8.530 (d, 1H), 8.45-8.44 (d, 1H), 7.89-7.88 (d, 2H), 7.55-7.54 (d, 1H), 7.50-7.46 (dd, 1H)... Starting materials: COC1=CC(=CC(=C1)F)OC (1,3-dimethoxy-5-fluorobenzene), [Cl-].[Al+3].[Cl-].[Cl-] (aluminum chloride), ice water, COC1=CC=C(C=C1)CC(=O)Cl (4-methoxyphenylacetyl chloride). The reagents and catalysts are [Cl-].[Zn+2].[Cl-] (zinc chloride). The solvent is ClCCCl (1,2-dichloroethane), ClCCCl (1,2-dichloroethane), ClC(C)Cl (dichloroethane). Reaction conditions: temperature -10 celsius, time 15 minute. The product is FC1=C(C(=CC(=C1)OC)O)C(CC1=CC=C(C=C1)OC)=O (1-(2-fluoro-6-hydroxy-4-methoxyphenyl)-2-(4-methoxyphenyl)ethanone). RXN SMILES: [Cl-].[Al+3].[Cl-].[Cl-].C[O:6][C:7]1[CH:12]=[C:11]([F:13])[CH:10]=[C:9]([O:14][CH3:15])[CH:8]=1.[CH3:16][O:17][C:18]1[CH:23]=[CH:22][C:21]([CH2:24][C:25](Cl)=[O:26])=[CH:20][CH:19]=1>ClCCCl.ClC(Cl)C.[Cl-].[Zn+2].[Cl-]>[F:13][C:11]1[CH:10]=[C:9]([O:14][CH3:15])[CH:8]=[C:7]([OH:6])[C:12]=1[C:25](=[O:26])[CH2:24][C:21]1[CH:22]=[CH:23][C:18]([O:17][CH3:16])=[CH:19][CH:20]=1 |f:0.1.2.3,8.9.10|. Reported procedure: To 1,2-dichloroethane (40 mL) were added anhydrous aluminum chloride (4.27 g) and zinc chloride (436 mg), followed by stirring 15 min. Under ice-cooling, a solution of 1,3-dimethoxy-5-fluorobenzene (5 g) in 1,2-dichloroethane (15 mL) was added. The mixture was cooled to −10° C. and 4-methoxyphenylacetyl chloride (4.9 mL) in dichloroethane (10 mL) was added drop-wise. The mixture was stirred 30 min at −10° C., and 1 h at room temperature and then heated to reflux for 2 h. The mixture was cooled a...